This data is from the Open Reaction Database (ORD), a public repository of structured organic reaction records. The task is: describe an organic reaction: reactants, conditions, products, and yield Conditions: temperature 0 celsius. The reactants are B (borane), [OH-].[Na+] (NaOH), FC1=CC2=C(C=C1)C1(CCNCC1)OC2=O (5-fluoro-3H-spiro[2-benzofuran-1,4′-piperidin]-3-one), Cl (HCl). Yields the product FC1=CC2=C(C=C1)C1(CCNCC1)OC2 (5-fluoro-3H-spiro[2-benzofuran-1,4′-piperidine]). Procedure: To a suspension of 5-fluoro-3H-spiro[2-benzofuran-1,4′-piperidin]-3-one (420 mg, 1.9 mmol) in tetrahydrofuran (4.2 ml) was added dropwise a 1M borane solution in tetrahydrofuran (3.8 ml, 3.8 mmol) at 0° C. The mixture was refluxed overnight and then cooled to 0° C. HCl 5 N (2 ml) was added dropwise. The mixture was refluxed for 5 hours, cooled to 0° C., diluted with water and basified with NaOH 5 N (pH 10). The mixture was extracted 3 times with ethyl acetate. The combined extracts were dried ov... Isolated yield 55.9%. Run in O1CCCC1 (tetrahydrofuran), O1CCCC1 (tetrahydrofuran), O (water). RXN SMILES: [F:1][C:2]1[CH:7]=[CH:6][C:5]2[C:8]3([O:14][C:15](=O)[C:4]=2[CH:3]=1)[CH2:13][CH2:12][NH:11][CH2:10][CH2:9]3.B.Cl.[OH-].[Na+]>O1CCCC1.O>[F:1][C:2]1[CH:7]=[CH:6][C:5]2[C:8]3([O:14][CH2:15][C:4]=2[CH:3]=1)[CH2:9][CH2:10][NH:11][CH2:12][CH2:13]3 |f:3.4|.